Dataset: the Open Reaction Database (ORD), a public repository of structured organic reaction records. Task: describe an organic reaction: reactants, conditions, products, and yield Starting materials: BrC1=CC=C(C=N1)O (6-bromopyridin-3-ol), [H-].[Na+] (NaH), BrCC=1C=C(C(=O)OC)C=CC1 (methyl 3-(bromomethyl)benzoate). The solvent is CN(C)C=O (DMF). Conditions: time 30 minute. Product: BrC1=CC=C(C=N1)OCC=1C=C(C(=O)OC)C=CC1 (Methyl 3-((6-bromopyridin-3-yloxy)methyl)benzoate). Yield: 78.5%. As a reaction SMILES: [Br:1][C:2]1[N:7]=[CH:6][C:5]([OH:8])=[CH:4][CH:3]=1.[H-].[Na+].Br[CH2:12][C:13]1[CH:14]=[C:15]([CH:20]=[CH:21][CH:22]=1)[C:16]([O:18][CH3:19])=[O:17]>CN(C=O)C>[Br:1][C:2]1[N:7]=[CH:6][C:5]([O:8][CH2:12][C:13]2[CH:14]=[C:15]([CH:20]=[CH:21][CH:22]=2)[C:16]([O:18][CH3:19])=[O:17])=[CH:4][CH:3]=1 |f:1.2|. Procedure details: To a solution of 6-bromopyridin-3-ol (0.500 g, 2.87 mmol) in DMF (3.0 mL) at 0° C. was added NaH (60% in mineral oil, 0.149 g, 3.74 mmol) portion-wise over a period of 10 min. The mixture was warmed to room temperature, stirred for 30 min, and methyl 3-(bromomethyl)benzoate (0.790 g, 3.45 mmol) was added in one portion. The reaction was stirred at room temperature for 16 h. The mixture was partitioned between EtOAc and water. The organic layer was separated, washed with water and brine, dried ov... Reactants: CCc1cc(C=O)ccc1N=C1SCC2(CCCC2)N1C1CCCC1, C[N+](=O)[O-]. The product is CCc1cc(C=C[N+](=O)[O-])ccc1N=C1SCC2(CCCC2)N1C1CCCC1. Reaction SMILES: [CH:1](=[O:2])[c:3]1[cH:4][c:5]([CH2:24][CH3:25])[c:6]([N:9]=[C:10]2[N:11]([CH:19]3[CH2:20][CH2:21][CH2:22][CH2:23]3)[C:12]3([CH2:13][S:14]2)[CH2:15][CH2:16][CH2:17][CH2:18]3)[cH:7][cH:8]1.[N+:26](=[O:27])([O-:28])[CH3:29]>>[CH:1]([c:3]1[cH:4][c:5]([CH2:24][CH3:25])[c:6]([N:9]=[C:10]2[N:11]([CH:19]3[CH2:20][CH2:21][CH2:22][CH2:23]3)[C:12]3([CH2:13][S:14]2)[CH2:15][CH2:16][CH2:17][CH2:18]3)[cH:7][cH:8]1)=[CH:29][N+:26](=[O:27])[O-:28]. Starting materials: ClC=1C=C(C(=O)OC)C=C(N1)Cl (methyl 2,6-dichloroisonicotinate), C1(=CC=CC=C1)C (toluene), C(CCC)[Sn](C(=C)OCC)(CCCC)CCCC (tributyl(1-ethoxyvinyl)tin). The reagents and catalysts are Cl[Pd]([P](C1=CC=CC=C1)(C2=CC=CC=C2)C3=CC=CC=C3)([P](C4=CC=CC=C4)(C5=CC=CC=C5)C6=CC=CC=C6)Cl (trans-dichlorobis(triphenylphosphine)palladium). Run in C(C)OCC (diethyl ether). Reaction conditions: time 8 hour. The product is COC(C1=CC(=NC(=C1)Cl)C(C)=O)=O (2-Acetyl-6-chloro-isonicotinic acid methyl ester). Reaction SMILES: Cl[C:2]1[CH:3]=[C:4]([CH:9]=[C:10]([Cl:12])[N:11]=1)[C:5]([O:7][CH3:8])=[O:6].C1(C)C=CC=CC=1.C([Sn](CCCC)(CCCC)[C:25]([O:27]CC)=[CH2:26])CCC>C(OCC)C.Cl[Pd](Cl)([P](C1C=CC=CC=1)(C1C=CC=CC=1)C1C=CC=CC=1)[P](C1C=CC=CC=1)(C1C=CC=CC=1)C1C=CC=CC=1>[CH3:8][O:7][C:5](=[O:6])[C:4]1[CH:9]=[C:10]([Cl:12])[N:11]=[C:2]([C:25](=[O:27])[CH3:26])[CH:3]=1 |^1:45,64|. Procedure details: Add methyl 2,6-dichloroisonicotinate (3.0 g, 15.0 mmol), trans-dichlorobis(triphenylphosphine)palladium (II) (105 mg, 0.15 mmol) and toluene (10 mL) in a previously nitrogen filled sealed vessel. Flush the reactants with nitrogen again. Add tributyl(1-ethoxyvinyl)tin (5.57 mL, 16.5 mmol) under nitrogen and heat the sealed mixture at 100° C. overnight with vigorous stirring. Cool the reaction to room temperature, dilute with diethyl ether and filter through a filtering agent. Concentrate to near ... The reactants are BrC=1C=C(C=CC1)CNC(=O)C1=NC(=CC=C1)C(=O)NCC=1C(=C2C(=NC1CC)N(N=C2)CC)NC2CCOCC2 (N-[(3-bromophenyl)methyl]-N′-{[1,6-diethyl-4-(tetrahydro-2H-pyran-4-ylamino)-1H-pyrazolo[3,4-b]pyridin-5-yl]methyl}-2,6-pyridinedicarboxamide), C(=O)C=1C=C(C=CC1)B(O)O ((3-formylphenyl)boronic acid), C(=O)([O-])[O-].[Na+].[Na+] (Na2CO3). The reagents and catalysts are C1=CC=C(C=C1)P([C-]2C=CC=C2)C3=CC=CC=C3.C1=CC=C(C=C1)P([C-]2C=CC=C2)C3=CC=CC=C3.Cl[Pd]Cl.[Fe+2] (PdCl2(dppf)). Solvent: O1CCOCC1 (1,4-dioxane), O (water). Run at temperature 100 celsius. Yields the product C(C)N1N=CC=2C1=NC(=C(C2NC2CCOCC2)CNC(=O)C2=NC(=CC=C2)C(=O)NCC=2C=C(C=CC2)C2=CC(=CC=C2)C=O)CC (N-{[1,6-diethyl-4-(tetrahydro-2H-pyran-4-ylamino)-1H-pyrazolo[3,4-b]pyridin-5-yl]methyl}-N′-[(3′-formyl-3-biphenylyl)methyl]-2,6-pyridinedicarboxamide). The yield is 44.5%. Reaction SMILES: Br[C:2]1[CH:3]=[C:4]([CH2:8][NH:9][C:10]([C:12]2[CH:17]=[CH:16][CH:15]=[C:14]([C:18]([NH:20][CH2:21][C:22]3[C:23]([NH:35][CH:36]4[CH2:41][CH2:40][O:39][CH2:38][CH2:37]4)=[C:24]4[CH:32]=[N:31][N:30]([CH2:33][CH3:34])[C:25]4=[N:26][C:27]=3[CH2:28][CH3:29])=[O:19])[N:13]=2)=[O:11])[CH:5]=[CH:6][CH:7]=1.[CH:42]([C:44]1[CH:45]=[C:46](B(O)O)[CH:47]=[CH:48][CH:49]=1)=[O:43].C([O-])([O-])=O.[Na+].[Na+]>O1CCOCC1.O.C1C=CC(P(C2C=CC=CC=2)[C-]2C=CC=C2)=CC=1.C1C=CC(P(C2C=CC=CC=2)[C-]2C=CC=C2)=CC=1.Cl[Pd]Cl.[Fe+2]>[CH2:33]([N:30]1[C:25]2=[N:26][C:27]([CH2:28][CH3:29])=[C:22]([CH2:21][NH:20][C:18]([C:14]3[CH:15]=[CH:16][CH:17]=[C:12]([C:10]([NH:9][CH2:8][C:4]4[CH:3]=[C:2]([C:48]5[CH:47]=[CH:46][CH:45]=[C:44]([CH:42]=[O:43])[CH:49]=5)[CH:7]=[CH:6][CH:5]=4)=[O:11])[N:13]=3)=[O:19])[C:23]([NH:35][CH:36]3[CH2:41][CH2:40][O:39][CH2:38][CH2:37]3)=[C:24]2[CH:32]=[N:31]1)[CH3:34] |f:2.3.4,7.8.9.10|. Procedure details: A mixture of N-[(3-bromophenyl)methyl]-N′-{[1,6-diethyl-4-(tetrahydro-2H-pyran-4-ylamino)-1H-pyrazolo[3,4-b]pyridin-5-yl]methyl}-2,6-pyridinedicarboxamide (600 mg, 0.967 mmol), (3-formylphenyl)boronic acid (188 mg, 1.257 mmol), Na2CO3 (307 mg, 2.90 mmol) and PdCl2(dppf) (70.7 mg, 0.097 mmol) was diluted in a mixture of 1,4-dioxane (9 mL) and water (3 mL) in a 20 mL Biotage microwave reaction tube. The mixture was degassed by bubbling argon through it for 5 minutes and it was then heated in a Bio... Reactants: OC1=CC=C(C(=O)C2=CC=C(CSC3=NC4=CC=CC(=C4C(N3C)=O)C)C=C2)C=C1 (2-[4-(4-hydroxybenzoyl)benzylthio]-3,5-dimethyl-4(3H)-quinazolinone), C(C1=CC=CC=C1)OC1=CC=C(CCl)C=C1 (4-benzyloxybenzyl chloride), C([O-])([O-])=O.[K+].[K+] (potassium carbonate). Solvent: CN(C)C=O (DMF). Yields the product C(C1=CC=CC=C1)OC1=CC=C(COC2=CC=C(C(=O)C3=CC=C(CSC4=NC5=CC=CC(=C5C(N4C)=O)C)C=C3)C=C2)C=C1 (2-[4-[4-(4-Benzyloxybenzyloxy]benzoyl]benzylthio]-3,5-dimethyl-4(3H)-quinazolinone). The yield is 78.1%. RXN SMILES: [OH:1][C:2]1[CH:30]=[CH:29][C:5]([C:6]([C:8]2[CH:28]=[CH:27][C:11]([CH2:12][S:13][C:14]3[N:23]([CH3:24])[C:22](=[O:25])[C:21]4[C:16](=[CH:17][CH:18]=[CH:19][C:20]=4[CH3:26])[N:15]=3)=[CH:10][CH:9]=2)=[O:7])=[CH:4][CH:3]=1.[CH2:31]([O:38][C:39]1[CH:46]=[CH:45][C:42]([CH2:43]Cl)=[CH:41][CH:40]=1)[C:32]1[CH:37]=[CH:36][CH:35]=[CH:34][CH:33]=1.C(=O)([O-])[O-].[K+].[K+]>CN(C=O)C>[CH2:31]([O:38][C:39]1[CH:40]=[CH:41][C:42]([CH2:43][O:1][C:2]2[CH:3]=[CH:4][C:5]([C:6]([C:8]3[CH:28]=[CH:27][C:11]([CH2:12][S:13][C:14]4[N:23]([CH3:24])[C:22](=[O:25])[C:21]5[C:16](=[CH:17][CH:18]=[CH:19][C:20]=5[CH3:26])[N:15]=4)=[CH:10][CH:9]=3)=[O:7])=[CH:29][CH:30]=2)=[CH:45][CH:46]=1)[C:32]1[CH:33]=[CH:34][CH:35]=[CH:36][CH:37]=1 |f:2.3.4|. Reported procedure: A solution of 2-[4-(4-hydroxybenzoyl)benzylthio]-3,5-dimethyl-4(3H)-quinazolinone (309 mg), 4-benzyloxybenzyl chloride (224 mg) and potassium carbonate (295 mg) in DMF (5 ml) was stirred at room temperature for 14 hours. This reaction mixture was concentrated and the residue was dissolved in chloroform. The solution was washed with water, dried, and concentrated. The residue was recrystallized from chloroform-ethyl acetate to provide the title compound as colorless solid (355 mg). Procedure details: using 3-(5-ethoxy-4-chloro-2-fluorophenyl)-6-trifluoromethyl- 2,4(1H,3H)-pyrimidinedione and dimethyl sulphate there is obtained 3-(5-ethoxy-4-chloro-2-fluorophenyl)-1-methyl-6 -trifluoromethyl-2,4(1H,3H)-pyrimidinedione, m.p. 118°-121° C.; The product is C(C)OC=1C(=CC(=C(C1)N1C(N(C(=CC1=O)C(F)(F)F)C)=O)F)Cl (3-(5-ethoxy-4-chloro-2-fluorophenyl)-1-methyl-6 -trifluoromethyl-2,4(1H,3H)-pyrimidinedione). RXN SMILES: [CH2:1]([O:3][C:4]1[C:5]([Cl:23])=[CH:6][C:7]([F:22])=[C:8]([N:10]2[C:15](=[O:16])[CH:14]=[C:13]([C:17]([F:20])([F:19])[F:18])[NH:12][C:11]2=[O:21])[CH:9]=1)[CH3:2].S(OC)(O[CH3:28])(=O)=O>>[CH2:1]([O:3][C:4]1[C:5]([Cl:23])=[CH:6][C:7]([F:22])=[C:8]([N:10]2[C:15](=[O:16])[CH:14]=[C:13]([C:17]([F:20])([F:19])[F:18])[N:12]([CH3:28])[C:11]2=[O:21])[CH:9]=1)[CH3:2]. Reactants: C(C)OC=1C(=CC(=C(C1)N1C(NC(=CC1=O)C(F)(F)F)=O)F)Cl (3-(5-ethoxy-4-chloro-2-fluorophenyl)-6-trifluoromethyl- 2,4(1H,3H)-pyrimidinedione), S(=O)(=O)(OC)OC (dimethyl sulphate). The reactants are C(C)[Mg]Br (Ethylmagnesium bromide), BrC=1C=C2C(=NC1C#N)C=CN2C (6-bromo-1-methyl-1H-pyrrolo[3,2-b]pyridine-5-carbonitrile), [BH4-].[Na+] (Sodium borohydride). Run in C1CCOC1 (THF). Conditions: time 1 hour. Yields the product BrC=1C=C2C(=NC1C(CC)N)C=CN2C (1-(6-Bromo-1-methyl-1H-pyrrolo[3,2-b]pyridin-5-yl)propan-1-amine). Yield: 81.0%. RXN SMILES: [CH2:1]([Mg]Br)[CH3:2].[Br:5][C:6]1[CH:7]=[C:8]2[N:16]([CH3:17])[CH:15]=[CH:14][C:9]2=[N:10][C:11]=1[C:12]#[N:13].[BH4-].[Na+]>C1COCC1>[Br:5][C:6]1[CH:7]=[C:8]2[N:16]([CH3:17])[CH:15]=[CH:14][C:9]2=[N:10][C:11]=1[CH:12]([NH2:13])[CH2:1][CH3:2] |f:2.3|. Procedure details: Ethylmagnesium bromide (4.18 mL, 12.54 mmol) was added to a stirred solution of 6-bromo-1-methyl-1H-pyrrolo[3,2-b]pyridine-5-carbonitrile (740 mg, 3.13 mmol) in THF (16 mL) at room temperature. The mixture was stirred for one hour at room temperature and then quenched with methanol (5 mL). Sodium borohydride (237 mg, 6.27 mmol) was added. The reaction mixture was stirred for one hour, quenched with 1N HCl (1.5 mL) and stirred for 20 minutes. Next, the mixture was basified with saturated aqueous ...